This data is from the Open Reaction Database (ORD), a public repository of structured organic reaction records. The task is: describe an organic reaction: reactants, conditions, products, and yield Starting materials: NC(=O)c1cnc(NC2CCCCC2N)nc1Nc1ccc(-c2ccno2)cc1, Nc1ccc(-n2cnnn2)cc1. The product is NC(=O)c1cnc(NC2CCCCC2N)nc1Nc1ccc(-n2cnnn2)cc1. As a reaction SMILES: [NH2:1][CH:2]1[CH:3]([NH:8][c:9]2[n:10][cH:11][c:12]([C:27](=[O:28])[NH2:29])[c:13]([NH:15][c:16]3[cH:17][cH:18][c:19](-[c:22]4[o:23][n:24][cH:25][cH:26]4)[cH:20][cH:21]3)[n:14]2)[CH2:4][CH2:5][CH2:6][CH2:7]1.[n:30]1(-[c:35]2[cH:36][cH:37][c:38]([NH2:39])[cH:40][cH:41]2)[n:31][n:32][n:33][cH:34]1>>[NH2:1][CH:2]1[CH:3]([NH:8][c:9]2[n:10][cH:11][c:12]([C:27](=[O:28])[NH2:29])[c:13]([NH:15][c:16]3[cH:17][cH:18][c:19](-[n:30]4[n:31][n:32][n:33][cH:34]4)[cH:20][cH:21]3)[n:14]2)[CH2:4][CH2:5][CH2:6][CH2:7]1. Reactants: ClCCl, O=C(OCC(Cl)(Cl)Cl)N1CC=CC1, O=C(OC(=O)C(F)(F)F)C(F)(F)F, [Na+], [Na+], O, OO, O=P([O-])([O-])O. The product is O=C(OCC(Cl)(Cl)Cl)N1CC2OC2C1. As a reaction SMILES: [CH2:36]([Cl:37])[Cl:38].[Cl:23][C:24]([CH2:25][O:26][C:27](=[O:28])[N:29]1[CH2:30][CH:31]=[CH:32][CH2:33]1)([Cl:34])[Cl:35].[F:3][C:4]([F:5])([F:7])[C:8](=[O:6])[O:9][C:10](=[O:11])[C:12]([F:13])([F:14])[F:15].[Na+:21].[Na+:22].[OH2:39].[OH:1][OH:2].[P:16]([O-:17])([O-:18])([OH:19])=[O:20]>>[O:6]1[CH:31]2[CH2:30][N:29]([C:27]([O:26][CH2:25][C:24]([Cl:23])([Cl:34])[Cl:35])=[O:28])[CH2:33][CH:32]12. Reactants: ice water, Cl (hydrochloric acid), ice, C1(=CC=CC=C1)C(C1=CC=CC=C1)OC(C(ON)C1=CC(=C(C=C1)OC(C)=O)OC(C)=O)=O (2-aminooxy-(3,4-diacetoxyphenyl)acetic acid diphenylmethyl ester), NC=1SC=C(N1)C(C(=O)O)=O ((2-aminothiazol-4-yl)glyoxylic acid). Run in CN(C=O)C (dimethylformamide). Reaction conditions: time 8 hour. Yields the product NC=1SC=C(N1)/C(/C(=O)O)=N/OC(C1=CC(=C(C=C1)OC(C)=O)OC(C)=O)C(=O)OC(C1=CC=CC=C1)C1=CC=CC=C1 (2-(2-amino-4-thiazolyl)-2-[Z-[diphenylmethyloxycarbonyl(3,4-diacetoxyphenyl)methyl]oxyimino]acetic acid). The yield is 88.5%. As a reaction SMILES: [C:1]1([CH:7]([O:14][C:15](=[O:33])[CH:16]([C:19]2[CH:24]=[CH:23][C:22]([O:25][C:26](=[O:28])[CH3:27])=[C:21]([O:29][C:30](=[O:32])[CH3:31])[CH:20]=2)[O:17][NH2:18])[C:8]2[CH:13]=[CH:12][CH:11]=[CH:10][CH:9]=2)[CH:6]=[CH:5][CH:4]=[CH:3][CH:2]=1.[NH2:34][C:35]1[S:36][CH:37]=[C:38]([C:40](=O)[C:41]([OH:43])=[O:42])[N:39]=1.Cl>CN(C)C=O>[NH2:34][C:35]1[S:36][CH:37]=[C:38](/[C:40](=[N:18]/[O:17][CH:16]([C:15]([O:14][CH:7]([C:8]2[CH:13]=[CH:12][CH:11]=[CH:10][CH:9]=2)[C:1]2[CH:2]=[CH:3][CH:4]=[CH:5][CH:6]=2)=[O:33])[C:19]2[CH:24]=[CH:23][C:22]([O:25][C:26](=[O:28])[CH3:27])=[C:21]([O:29][C:30](=[O:32])[CH3:31])[CH:20]=2)/[C:41]([OH:43])=[O:42])[N:39]=1. Reported procedure: To an ice-cooled solution of product obtained in Step 4 of Example 8 (5.3 g) in dimethylformamide (18 ml) was added (2-aminothiazol-4-yl)glyoxylic acid (2.03 g), and the mixture was stirred overnight at room temperature. The resulting solution was poured into ice water (100 ml), and the mixture was acidified (pH 2) with 1N hydrochloric acid and extracted with ethyl acetate. The organic layer was washed with brine and dried over anhydrous magnesium sulfate. The dried solution was concentrated und... The reactants are COC(=O)C1(OC2=C(C1)C=C(C=C2)O)CC (2-Ethyl-5-hydroxy-2,3-dihydro-benzofuran-2-carboxylic acid methyl ester), ICCCOC1=C(C=C(C=C1)CC(C)(C)C)CCC (1-(3-iodo-propoxy)-4-(2,2-dimethyl-propyl)-2-propyl-benzene), [I-] (iodide). Product: CC(CC1=CC(=C(OCCCOC=2C=CC3=C(CC(O3)(C(=O)O)CC)C2)C=C1)CCC)(C)C (5-{3-[4-(2,2-Dimethyl-propyl)-2-propyl-phenoxy]-propoxy}-2-ethyl-2,3-dihydro-benzofuran-2-carboxylic acid). As a reaction SMILES: C[O:2][C:3]([C:5]1([CH2:15][CH3:16])[CH2:9][C:8]2[CH:10]=[C:11]([OH:14])[CH:12]=[CH:13][C:7]=2[O:6]1)=[O:4].I[CH2:18][CH2:19][CH2:20][O:21][C:22]1[CH:27]=[CH:26][C:25]([CH2:28][C:29]([CH3:32])([CH3:31])[CH3:30])=[CH:24][C:23]=1[CH2:33][CH2:34][CH3:35].[I-]>>[CH3:31][C:29]([CH3:30])([CH3:32])[CH2:28][C:25]1[CH:26]=[CH:27][C:22]([O:21][CH2:20][CH2:19][CH2:18][O:14][C:11]2[CH:12]=[CH:13][C:7]3[O:6][C:5]([CH2:15][CH3:16])([C:3]([OH:2])=[O:4])[CH2:9][C:8]=3[CH:10]=2)=[C:23]([CH2:33][CH2:34][CH3:35])[CH:24]=1. Reported procedure: The title compound was prepared following the general procedure described in Example 1, Step 4, employing the phenol prepared in Step 1 and the intermediate prepared in Example 2, Step 2 as the iodide. Product: COCC(CCC(=O)OC(C)(C)C)NC(=O)OCc1ccccc1. RXN SMILES: [Ag-:29]=[O:30].[C:3]([CH3:4])([CH3:5])([CH3:6])[O:7][C:8]([CH2:9][CH2:10][CH:11]([CH2:12][OH:13])[NH:14][C:15](=[O:16])[O:17][CH2:18][c:19]1[cH:20][cH:21][cH:22][cH:23][cH:24]1)=[O:25].[CH3:26][C:27]#[N:28].[I:1][CH3:2]>>[CH3:2][O:13][CH2:12][CH:11]([CH2:10][CH2:9][C:8]([O:7][C:3]([CH3:4])([CH3:5])[CH3:6])=[O:25])[NH:14][C:15](=[O:16])[O:17][CH2:18][c:19]1[cH:20][cH:21][cH:22][cH:23][cH:24]1. Reactants: O=[Ag-], CC(C)(C)OC(=O)CCC(CO)NC(=O)OCc1ccccc1, CC#N, CI. Starting materials: ester, C1CCOC1.CO (THF MeOH), CCOC(=O)C.CO.CC(=O)O.C(Cl)Cl (EtOAc MeOH AcOH CH2Cl2), [OH-].[Na+] (NaOH). The product is C(\C=C\CCCC)(=O)O ((E)-heptenoic acid). Yield: 25.0%. As a reaction SMILES: [OH-].[Na+].CC[O:5][C:6]([CH3:8])=[O:7].CO.[CH3:11][C:12](O)=O.C(Cl)Cl.[CH2:18]1[CH2:22]OC[CH2:19]1.CO>>[C:6]([OH:5])(=[O:7])/[CH:8]=[CH:19]/[CH2:18][CH2:22][CH2:12][CH3:11] |f:0.1,2.3.4.5,6.7|. Procedure details: To a cooled (0° C.) solution of 293.6 mg (0.74 mmol) of the pyridyl ketone and 670.4 mg (1.48 mmol) of (5-carboxypentyl)-triphenylphosphonium bromide in 2.5 mL of THF was added dropwise 2.95 mL (2.95 mmol) of 1.0 M t-BuOK in THF over 10 min period. The dark brown solution was stirred at 0° C. for 1.5 h, and then the reaction was quenched with 20 mL of saturated aqueous NH4Cl. The mixture was extracted with 3×50 mL of CH2Cl2. The combined extract was dried over MgSO4, concentrated and purified by... Reactants: C1CCOC1, [Li]CCCC, CC(C)(C)OC(=O)C[Si](C)(C)C, CCCCCCc1cccc(SC)c1C=O, CC(C)NC(C)C, Cl. Product: CCCCCCc1cccc(SC)c1C=CC(=O)OC(C)(C)C. As a reaction SMILES: [CH2:42]1[O:43][CH2:44][CH2:45][CH2:46]1.[CH2:8]([Li:9])[CH2:10][CH2:11][CH3:12].[CH3:13][Si:14]([CH3:15])([CH3:16])[CH2:17][C:18](=[O:19])[O:20][C:21]([CH3:22])([CH3:23])[CH3:24].[CH3:25][S:26][c:27]1[c:28]([CH:29]=[O:30])[c:31]([CH2:35][CH2:36][CH2:37][CH2:38][CH2:39][CH3:40])[cH:32][cH:33][cH:34]1.[CH:1]([NH:2][CH:3]([CH3:4])[CH3:5])([CH3:6])[CH3:7].[ClH:41]>>[CH:17]([C:18](=[O:19])[O:20][C:21]([CH3:22])([CH3:23])[CH3:24])=[CH:29][c:28]1[c:27]([S:26][CH3:25])[cH:34][cH:33][cH:32][c:31]1[CH2:35][CH2:36][CH2:37][CH2:38][CH2:39][CH3:40].